This data is from the Open Reaction Database (ORD), a public repository of structured organic reaction records. The task is: describe an organic reaction: reactants, conditions, products, and yield Reactants: example 1 ( b ), [C@@H](C)(CC)OC1=C(C(=O)O)C=C(C=C1)S(=O)(=O)C (2-((R)-sec-butoxy)-5-methanesulfonyl-benzoic acid), Cl.FC(C1=CN=C(S1)N1CCNCC1)(F)F (1-(5-trifluoromethyl-thiazol-2-yl)-piperazine hydrochloride). Product: [C@@H](C)(CC)OC1=C(C=C(C=C1)S(=O)(=O)C)C(=O)N1CCN(CC1)C=1SC(=CN1)C(F)(F)F ((2-((R)-sec-Butoxy)-5-methanesulfonyl-phenyl)-[4-(5-trifluoromethyl-thiazol-2-yl)-piperazin-1-yl]-methanone). Yield: 10.0%. RXN SMILES: [C@H:1]([O:5][C:6]1[CH:14]=[CH:13][C:12]([S:15]([CH3:18])(=[O:17])=[O:16])=[CH:11][C:7]=1[C:8]([OH:10])=O)([CH2:3][CH3:4])[CH3:2].Cl.[F:20][C:21]([F:34])([F:33])[C:22]1[S:26][C:25]([N:27]2[CH2:32][CH2:31][NH:30][CH2:29][CH2:28]2)=[N:24][CH:23]=1>>[C@H:1]([O:5][C:6]1[CH:14]=[CH:13][C:12]([S:15]([CH3:18])(=[O:17])=[O:16])=[CH:11][C:7]=1[C:8]([N:30]1[CH2:31][CH2:32][N:27]([C:25]2[S:26][C:22]([C:21]([F:34])([F:20])[F:33])=[CH:23][N:24]=2)[CH2:28][CH2:29]1)=[O:10])([CH2:3][CH3:4])[CH3:2] |f:1.2|. Procedure: Prepared in analogy to example 1 (b) from 2-((R)-sec-butoxy)-5-methanesulfonyl-benzoic acid (Example A20) and 1-(5-trifluoromethyl-thiazol-2-yl)-piperazine hydrochloride (Example 58(c)). The crude material was purified by reversed phase HPLC (acetonitrile/water) followed by trituration in ether to yield the title compound as an off-white crystalline solid (yield 10%). MS (m/e): 492.4 (M+H+, 100%). The reactants are O=c1cc(-c2ccccc2)oc2cc(OCC(O)CN(CCCCc3cccnc3)Cc3ccccc3)ccc12, C1=CCCCC1, CC(=O)O, O, [Pd]. Product: O=c1cc(-c2ccccc2)oc2cc(OCC(O)CNCCCCc3cccnc3)ccc12. Reaction SMILES: [CH2:1]([c:2]1[cH:3][cH:4][cH:5][cH:6][cH:7]1)[N:8]([CH2:9][CH2:10][CH2:11][CH2:12][c:13]1[cH:14][n:15][cH:16][cH:17][cH:18]1)[CH2:19][CH:20]([CH2:21][O:22][c:23]1[cH:24][cH:25][c:26]2[c:27](=[O:39])[cH:28][c:29](-[c:33]3[cH:34][cH:35][cH:36][cH:37][cH:38]3)[o:30][c:31]2[cH:32]1)[OH:40].[CH2:41]1[CH2:42][CH:43]=[CH:44][CH2:45][CH2:46]1.[CH3:47][C:48](=[O:49])[OH:50].[OH2:51].[Pd:52]>>[NH:8]([CH2:9][CH2:10][CH2:11][CH2:12][c:13]1[cH:14][n:15][cH:16][cH:17][cH:18]1)[CH2:19][CH:20]([CH2:21][O:22][c:23]1[cH:24][cH:25][c:26]2[c:27](=[O:39])[cH:28][c:29](-[c:33]3[cH:34][cH:35][cH:36][cH:37][cH:38]3)[o:30][c:31]2[cH:32]1)[OH:40]. The reactants are C1CCCC2=CC=CC=C12 (1,2,3,4-tetrahydronaphthalene), ON1N=NC2=C1C=CC=C2 (1-hydroxy-1H-benzotriazole), aqueous solution. Run in CC(=O)C (acetone), CC(=O)C (acetone). Product: C1(CCCC2=CC=CC=C12)=O (1-tetralone), OC1=C2CCCCC2=CC=C1 (5-hydroxytetralin). The yield is 90.0%. As a reaction SMILES: [CH2:1]1[C:10]2[C:5](=[CH:6][CH:7]=[CH:8][CH:9]=2)[CH2:4][CH2:3][CH2:2]1.[OH:11]N1C2C=CC=CC=2N=N1>CC(C)=O>[C:9]1(=[O:11])[C:10]2[C:5](=[CH:4][CH:3]=[CH:2][CH:1]=2)[CH2:6][CH2:7][CH2:8]1.[OH:11][C:6]1[CH:7]=[CH:8][CH:9]=[C:10]2[C:5]=1[CH2:4][CH2:3][CH2:2][CH2:1]2. Reported procedure: 212 mg (1.60 mmol) of 1,2,3,4-tetrahydronaphthalene in 1.1 ml of acetone were reacted analogously to Example 1 with 71 mg (0.53 mmol) of 1-hydroxy-1H-benzotriazole in 3 ml of acetone and 15 ml of an aqueous solution of 2 mg/ml laccase from Trametes versicolor. After a reaction time of 24 hours, the reaction solution was extracted with chloroform and examined by NMR spectroscopy. Yield 42% of 1-tetralone and 6% of 5-hydroxytetralin (approx. 90% yield of 1-tetralone based on conversion). Reactants: [BH4-], COc1ccc2cc(C(=O)C(C)OS(C)(=O)=O)ccc2c1, CO, [Na+]. Yields the product COc1ccc2cc(C(O)C(C)OS(C)(=O)=O)ccc2c1. Reaction SMILES: [BH4-:22].[CH3:1][O:2][c:3]1[cH:4][c:5]2[cH:6][cH:7][c:8]([C:13]([CH:14]([CH3:15])[O:16][S:17](=[O:18])(=[O:19])[CH3:20])=[O:21])[cH:9][c:10]2[cH:11][cH:12]1.[CH3:24][OH:25].[Na+:23]>>[CH3:1][O:2][c:3]1[cH:4][c:5]2[cH:6][cH:7][c:8]([CH:13]([CH:14]([CH3:15])[O:16][S:17](=[O:18])(=[O:19])[CH3:20])[OH:21])[cH:9][c:10]2[cH:11][cH:12]1. The reactants are C1(CC1)CN(S(=O)(=O)N1C=NC=C1)C (imidazole-1-sulfonic acid cyclopropylmethyl-methyl-amide), O(S(=O)(=O)C(F)(F)F)C (methyl triflate). The product is FC(S(=O)(=O)[O-])(F)F.C1(CC1)CN(S(=O)(=O)N1C=[N+](C=C1)C)C (3-(Cyclopropylmethyl-methyl-sulfamoyl)-1-methyl-3-H-imidazol-1-ium trifluoromethanesulfonate). RXN SMILES: [CH:1]1([CH2:4][N:5]([CH3:14])[S:6]([N:9]2[CH:13]=[CH:12][N:11]=[CH:10]2)(=[O:8])=[O:7])[CH2:3][CH2:2]1.[O:15](C)[S:16]([C:19]([F:22])([F:21])[F:20])(=[O:18])=[O:17]>>[F:20][C:19]([F:22])([F:21])[S:16]([O-:18])(=[O:17])=[O:15].[CH:1]1([CH2:4][N:5]([CH3:14])[S:6]([N:9]2[CH:13]=[CH:12][N+:11]([CH3:19])=[CH:10]2)(=[O:8])=[O:7])[CH2:2][CH2:3]1 |f:2.3|. Reported procedure: 3-(Cyclopropylmethyl-methyl-sulfamoyl)-1-methyl-3-H-imidazol-1-ium trifluoromethanesulfonate was prepared in accordance with step B of the general method described in example 76 from imidazole-1-sulfonic acid cyclopropylmethyl-methyl-amide and methyl triflate; MS: m/e=230.4 (M−). Starting materials: C(C1=CC=CC=C1)S (Benzylmercaptan), C[O-].[Na+] (sodium methoxide), ClC=1N=CSC1 (4-chlorothiazole). The solvent is C(C)O (ethanol), C(C)O (ethanol). Reaction conditions: temperature 65 celsius, time 10 minute. The product is C1(=CC=CC=C1)CSC=1N=CSC1 (4-(phenylmethylthio)thiazole). The yield is 37.8%. Reaction SMILES: [CH2:1]([SH:8])[C:2]1[CH:7]=[CH:6][CH:5]=[CH:4][CH:3]=1.C[O-].[Na+].Cl[C:13]1[N:14]=[CH:15][S:16][CH:17]=1>C(O)C>[C:2]1([CH2:1][S:8][C:13]2[N:14]=[CH:15][S:16][CH:17]=2)[CH:7]=[CH:6][CH:5]=[CH:4][CH:3]=1 |f:1.2|. Procedure details: Benzylmercaptan (24.8 g) was added slowly to a solution of 10.8 g of sodium methoxide in 100 ml ethanol. After 10 minutes, the reaction mixture was heated to 65° C. and a solution of 23.8 g of 4-chlorothiazole [prepared by the method of P. Reynaud et al., Bull. Soc. Chim. France, 1735 (1962)] in 25 ml ethanol was added dropwise. When addition was complete, the reaction mixture was refluxed 36 hours. The reaction mixture was cooled, and the bulk of the solvent evaporated. Cold water (300 ml) was ... Reactants: ClCCCCCCBr, Oc1ccc(C2=C(c3ccccc3)CCCc3cc(OC4CCCCO4)ccc32)cc1. The product is ClCCCCCCOc1ccc(C2=C(c3ccccc3)CCCc3cc(OC4CCCCO4)ccc32)cc1. As a reaction SMILES: [Br:32][CH2:33][CH2:34][CH2:35][CH2:36][CH2:37][CH2:38][Cl:39].[c:1]1([C:7]2=[C:8]([c:25]3[cH:26][cH:27][c:28]([OH:31])[cH:29][cH:30]3)[c:9]3[c:10]([cH:14][c:15]([O:18][CH:19]4[O:20][CH2:21][CH2:22][CH2:23][CH2:24]4)[cH:16][cH:17]3)[CH2:11][CH2:12][CH2:13]2)[cH:2][cH:3][cH:4][cH:5][cH:6]1>>[c:1]1([C:7]2=[C:8]([c:25]3[cH:26][cH:27][c:28]([O:31][CH2:33][CH2:34][CH2:35][CH2:36][CH2:37][CH2:38][Cl:39])[cH:29][cH:30]3)[c:9]3[c:10]([cH:14][c:15]([O:18][CH:19]4[O:20][CH2:21][CH2:22][CH2:23][CH2:24]4)[cH:16][cH:17]3)[CH2:11][CH2:12][CH2:13]2)[cH:2][cH:3][cH:4][cH:5][cH:6]1. Reactants: COc1ccc(CN2Cc3c(-c4nc(C5CC5)no4)ncn3-c3ccc(SC)cc3C2=O)c(OC)c1, ClCCl, O=S(=O)(O)C(F)(F)F. The product is CSc1ccc2c(c1)C(=O)NCc1c(-c3nc(C4CC4)no3)ncn1-2. Reaction SMILES: [CH:1]1([c:4]2[n:5][o:6][c:7](-[c:9]3[n:10][cH:11][n:12]4[c:18]3[CH2:17][N:16]([CH2:19][c:20]3[cH:21][cH:22][c:23]([O:24][CH3:25])[cH:26][c:27]3[O:28][CH3:29])[C:15](=[O:30])[c:14]3[c:13]-4[cH:34][cH:33][c:32]([S:35][CH3:36])[cH:31]3)[n:8]2)[CH2:2][CH2:3]1.[Cl:45][CH2:46][Cl:47].[OH:37][S:38]([C:39]([F:40])([F:41])[F:42])(=[O:43])=[O:44]>>[CH:1]1([c:4]2[n:5][o:6][c:7](-[c:9]3[n:10][cH:11][n:12]4[c:18]3[CH2:17][NH:16][C:15](=[O:30])[c:14]3[c:13]-4[cH:34][cH:33][c:32]([S:35][CH3:36])[cH:31]3)[n:8]2)[CH2:2][CH2:3]1. The reactants are N12CCC(CC1)(CC2)C(C#N)(C2=CC=CC=C2)C2=CC=CC=C2 (1-azabicyclo[2.2.2]oct-4-yl(diphenyl)acetonitrile), BrCCOCCOC (1-bromo-2-{[2-(methyloxy)ethyl]oxy}ethane). Solvent: 2CH3CN/3CHCl3. Yields the product [Br-].C(#N)C(C12CC[N+](CC1)(CC2)CCOCCOC)(C2=CC=CC=C2)C2=CC=CC=C2 (4-[cyano(diphenyl)methyl]-1-(2-{[2-(methyloxy)ethyl]oxy}ethyl)-1-azoniabicyclo[2.2.2]octane bromide). The yield is 54.1%. Reaction SMILES: [N:1]12[CH2:8][CH2:7][C:4]([C:9]([C:18]3[CH:23]=[CH:22][CH:21]=[CH:20][CH:19]=3)([C:12]3[CH:17]=[CH:16][CH:15]=[CH:14][CH:13]=3)[C:10]#[N:11])([CH2:5][CH2:6]1)[CH2:3][CH2:2]2.[Br:24][CH2:25][CH2:26][O:27][CH2:28][CH2:29][O:30][CH3:31]>>[Br-:24].[C:10]([C:9]([C:18]1[CH:19]=[CH:20][CH:21]=[CH:22][CH:23]=1)([C:12]1[CH:13]=[CH:14][CH:15]=[CH:16][CH:17]=1)[C:4]12[CH2:5][CH2:6][N+:1]([CH2:25][CH2:26][O:27][CH2:28][CH2:29][O:30][CH3:31])([CH2:2][CH2:3]1)[CH2:8][CH2:7]2)#[N:11] |f:2.3|. Reported procedure: Following the general procedure outlined in Example 7, 1-azabicyclo[2.2.2]oct-4-yl(diphenyl)acetonitrile (0.0495 g, 0.164 mmol) and 1-bromo-2-{[2-(methyloxy)ethyl]oxy}ethane (0.040 mL, 0.265 mmol) in 2CH3CN/3CHCl3 (4.0 mL) were reacted to give the desired product (0.0431 g, 54.6%). EI-MS m/z 405 (M+) Rt (1.85 min). Reactants: Cc1cc(CCCCCCCOc2ccc(C#N)cc2)on1, NCC(O)CO. Yields the product Cc1cc(CCCCCCCOc2ccc(C3=NCC(CO)O3)cc2)on1. As a reaction SMILES: [C:1](#[N:2])[c:3]1[cH:4][cH:5][c:6]([O:7][CH2:8][CH2:9][CH2:10][CH2:11][CH2:12][CH2:13][CH2:14][c:15]2[cH:16][c:17]([CH3:20])[n:18][o:19]2)[cH:21][cH:22]1.[NH2:23][CH2:24][CH:25]([CH2:26][OH:27])[OH:28]>>[C:1]1([c:3]2[cH:4][cH:5][c:6]([O:7][CH2:8][CH2:9][CH2:10][CH2:11][CH2:12][CH2:13][CH2:14][c:15]3[cH:16][c:17]([CH3:20])[n:18][o:19]3)[cH:21][cH:22]2)=[N:2][CH2:24][CH:25]([CH2:26][OH:27])[O:28]1.